This data is from the Open Reaction Database (ORD), a public repository of structured organic reaction records. The task is: describe an organic reaction: reactants, conditions, products, and yield Starting materials: C(C1=CC=CC=C1)OC1=C(C(=CC(=C1)OCC1=CC=CC=C1)OC1=CC=C(C=C1)[N+](=O)[O-])C1=NOC(C1)(C(=O)OCC)O (ethyl 3-[2,4-bis(benzyloxy)-6-(4-nitrophenoxy)phenyl]-5-hydroxy-4,5-dihydroisoxazole-5-carboxylate), tosic acid hydrate. The solvent is C1(=CC=CC=C1)C (toluene). Product: C(C1=CC=CC=C1)OC1=C(C(=CC(=C1)OCC1=CC=CC=C1)OC1=CC=C(C=C1)[N+](=O)[O-])C1=NOC(=C1)C(=O)OCC (Ethyl 3-[2,4-bis(benzyloxy)-6-(4-nitrophenoxy)phenyl]isoxazole-5-carboxylate). The yield is 79.4%. RXN SMILES: [CH2:1]([O:8][C:9]1[CH:14]=[C:13]([O:15][CH2:16][C:17]2[CH:22]=[CH:21][CH:20]=[CH:19][CH:18]=2)[CH:12]=[C:11]([O:23][C:24]2[CH:29]=[CH:28][C:27]([N+:30]([O-:32])=[O:31])=[CH:26][CH:25]=2)[C:10]=1[C:33]1[CH2:37][C:36](O)([C:38]([O:40][CH2:41][CH3:42])=[O:39])[O:35][N:34]=1)[C:2]1[CH:7]=[CH:6][CH:5]=[CH:4][CH:3]=1>C1(C)C=CC=CC=1>[CH2:1]([O:8][C:9]1[CH:14]=[C:13]([O:15][CH2:16][C:17]2[CH:18]=[CH:19][CH:20]=[CH:21][CH:22]=2)[CH:12]=[C:11]([O:23][C:24]2[CH:29]=[CH:28][C:27]([N+:30]([O-:32])=[O:31])=[CH:26][CH:25]=2)[C:10]=1[C:33]1[CH:37]=[C:36]([C:38]([O:40][CH2:41][CH3:42])=[O:39])[O:35][N:34]=1)[C:2]1[CH:3]=[CH:4][CH:5]=[CH:6][CH:7]=1. Procedure details: A stirred solution of ethyl 3-[2,4-bis(benzyloxy)-6-(4-nitrophenoxy)phenyl]-5-hydroxy-4,5-dihydroisoxazole-5-carboxylate (8.5 g, 14 mmol) and tosic acid hydrate (5.5 g, 29.5 mmol, 2.1 eq.) in toluene (150 mL) was refluxed for 6 hours. After cooling, the solution was washed with 1 M Na2CO3 solution then with brine. The solvent was removed and the residue was columned over a small pad of silica gel eluting with hexane/ethyl acetate 5/1 to provide the title compound (6.3 g, 79% yield).